describe an organic reaction: reactants, conditions, products, and yield From a dataset of the Open Reaction Database (ORD), a public repository of structured organic reaction records. Reactants: O=C([O-])O, CC#N, [Na+], CCCc1c(Cc2ccc(-c3ccccc3C#N)cc2)c(=O)n(C2CCC(OCC(C)O)CC2)c2ncnn12. Yields the product CCCc1c(Cc2ccc(-c3ccccc3C#N)cc2)c(=O)n(C2CCC(OCC(C)=O)CC2)c2ncnn12. Reaction SMILES: [C:43](=[O:44])([O-:45])[OH:46].[CH3:40][C:41]#[N:42].[Na+:47].[OH:1][CH:2]([CH2:3][O:4][CH:5]1[CH2:6][CH2:7][CH:8]([n:11]2[c:12]3[n:13]([c:14]([CH2:33][CH2:34][CH3:35])[c:15]([CH2:18][c:19]4[cH:20][cH:21][c:22](-[c:25]5[c:26]([C:31]#[N:32])[cH:27][cH:28][cH:29][cH:30]5)[cH:23][cH:24]4)[c:16]2=[O:17])[n:36][cH:37][n:38]3)[CH2:9][CH2:10]1)[CH3:39]>>[O:1]=[C:2]([CH2:3][O:4][CH:5]1[CH2:6][CH2:7][CH:8]([n:11]2[c:12]3[n:13]([c:14]([CH2:33][CH2:34][CH3:35])[c:15]([CH2:18][c:19]4[cH:20][cH:21][c:22](-[c:25]5[c:26]([C:31]#[N:32])[cH:27][cH:28][cH:29][cH:30]5)[cH:23][cH:24]4)[c:16]2=[O:17])[n:36][cH:37][n:38]3)[CH2:9][CH2:10]1)[CH3:39]. The reactants are C[Al](C)C, Cc1ccccc1, N#Cc1ccc(N)nc1, COC(=O)C(O)COC(C)CO[Si](C(C)C)(C(C)C)C(C)C. Yields the product CC(CO[Si](C(C)C)(C(C)C)C(C)C)OCC(O)C(=O)Nc1ccc(C#N)cn1. Reaction SMILES: [CH3:1][Al:2]([CH3:3])[CH3:4].[CH3:36][c:37]1[cH:38][cH:39][cH:40][cH:41][cH:42]1.[NH2:5][c:6]1[n:7][cH:8][c:9]([C:10]#[N:11])[cH:12][cH:13]1.[OH:14][CH:15]([C:16](=[O:17])[O:18][CH3:19])[CH2:20][O:21][CH:22]([CH2:23][O:24][Si:25]([CH:26]([CH3:27])[CH3:28])([CH:29]([CH3:30])[CH3:31])[CH:32]([CH3:33])[CH3:34])[CH3:35]>>[NH:5]([c:6]1[n:7][cH:8][c:9]([C:10]#[N:11])[cH:12][cH:13]1)[C:16]([CH:15]([OH:14])[CH2:20][O:21][CH:22]([CH2:23][O:24][Si:25]([CH:26]([CH3:27])[CH3:28])([CH:29]([CH3:30])[CH3:31])[CH:32]([CH3:33])[CH3:34])[CH3:35])=[O:17]. Starting materials: BrC1=CC(=C2C=NNC2=C1)NC(=O)C=1N=C(SC1)C (N-(6-Bromo-1H-indazol-4-yl)-2-methyl-1,3-thiazole-4-carboxamide), C([O-])([O-])=O.[Na+].[Na+] (sodium carbonate), O1CCOCC1 (1,4-dioxane), N1C=CC2=CC(=CC=C12)B(O)O (1H-indol-5-ylboronic acid). The reagents and catalysts are C1=CC=C(C=C1)P([C-]2C=CC=C2)C3=CC=CC=C3.C1=CC=C(C=C1)P([C-]2C=CC=C2)C3=CC=CC=C3.Cl[Pd]Cl.[Fe+2] (Pd(dppf)Cl2). The solvent is O (water). Reaction conditions: temperature 150 celsius. The product is N1C=CC2=CC(=CC=C12)C1=CC(=C2C=NNC2=C1)NC(=O)C=1N=C(SC1)C (N-[6-(1H-Indol-5-yl)-1H-indazol-4-yl]-2-methyl-1,3-thiazole-4-carboxamide). The yield is 6.7%. As a reaction SMILES: Br[C:2]1[CH:10]=[C:9]2[C:5]([CH:6]=[N:7][NH:8]2)=[C:4]([NH:11][C:12]([C:14]2[N:15]=[C:16]([CH3:19])[S:17][CH:18]=2)=[O:13])[CH:3]=1.C(=O)([O-])[O-].[Na+].[Na+].O1CCOCC1.[NH:32]1[C:40]2[C:35](=[CH:36][C:37](B(O)O)=[CH:38][CH:39]=2)[CH:34]=[CH:33]1>C1C=CC(P(C2C=CC=CC=2)[C-]2C=CC=C2)=CC=1.C1C=CC(P(C2C=CC=CC=2)[C-]2C=CC=C2)=CC=1.Cl[Pd]Cl.[Fe+2].O>[NH:32]1[C:40]2[C:35](=[CH:36][C:37]([C:2]3[CH:10]=[C:9]4[C:5]([CH:6]=[N:7][NH:8]4)=[C:4]([NH:11][C:12]([C:14]4[N:15]=[C:16]([CH3:19])[S:17][CH:18]=4)=[O:13])[CH:3]=3)=[CH:38][CH:39]=2)[CH:34]=[CH:33]1 |f:1.2.3,6.7.8.9|. Reported procedure: N-(6-Bromo-1H-indazol-4-yl)-2-methyl-1,3-thiazole-4-carboxamide (50 mg), Pd(dppf)Cl2 (12 mg), 2M sodium carbonate (0.222 ml), 1,4-dioxane (1 ml) and water (1 ml) were added to 1H-indol-5-ylboronic acid (29 mg) in a microwave vial. The vial was sealed and heated under microwave irradiation at 150° C. for 15 min. The reaction mixture was extracted with DCM (2×20 ml) and then separated, combined organic layers were evaporated to dryness. The residue was dissolved in methanol:DMSO (1 ml, 1:1) and pu... The product is COCN(C=O)C (N-methoxymethyl-N-methylformamide), C1(=O)OCC2=CC=CC=C12 (phthalide), material. Procedure details: In an electrolytic cell as used in Example 1, 2.56 mol of dimethyl phthalate, 750 g of methanol, 1225 g of dimethylformamide (DMF) and 25 g of triethylmethylammonium methosulfate were subjected to electrolysis at 5 A and 50° C. for 6.9 h. 4.1 mol (current yield: 64%) of N-methoxymethyl-N-methylformamide were formed besides 2.1 mol of phthalide (material yield: 82%). RXN SMILES: [C:1]([O:13][CH3:14])(=[O:12])[C:2]1[C:3](=[CH:8][CH:9]=[CH:10][CH:11]=1)C(OC)=O.C[OH:16].[CH2:17]([N+:19]([CH2:23]C)(CC)C)C>CN(C)C=O>[CH3:14][O:13][CH2:1][N:19]([CH3:23])[CH:17]=[O:16].[C:1]1([C:2]2[C:11](=[CH:10][CH:9]=[CH:8][CH:3]=2)[CH2:14][O:13]1)=[O:12]. Solvent: CN(C=O)C (dimethylformamide). Isolated yield 82.0%. Reaction conditions: time 6.9 hour. Starting materials: CO (methanol), C(C)[N+](C)(CC)CC (triethylmethylammonium), C(C=1C(C(=O)OC)=CC=CC1)(=O)OC (dimethyl phthalate).